Dataset: the Open Reaction Database (ORD), a public repository of structured organic reaction records. Task: describe an organic reaction: reactants, conditions, products, and yield The reactants are [Na] (sodium), N1C=NC=C1 (imidazole), ClC1=C(CO[C@H]2CCC[C@@H](O2)COS(=O)(=O)C2=CC=C(C)C=C2)C=CC(=C1)Cl (trans-6-(2,4-dichlorobenzyloxy)-2-tosyloxymethyltetrahydropyran). The solvent is CN(C=O)C (dimethylformamide), CN(C=O)C (dimethylformamide). The product is ClC1=C(CO[C@H]2CCC[C@@H](O2)CN2C=NC=C2)C=CC(=C1)Cl (Trans-1-[6-(2,4-dichlorobenzyloxy)tetrahydropyran-2-ylmethyl]imidazole). Reaction SMILES: [Cl:1][C:2]1[CH:27]=[C:26]([Cl:28])[CH:25]=[CH:24][C:3]=1[CH2:4][O:5][C@@H:6]1[O:11][C@@H:10]([CH2:12]OS(C2C=CC(C)=CC=2)(=O)=O)[CH2:9][CH2:8][CH2:7]1.[Na].[NH:30]1[CH:34]=[CH:33][N:32]=[CH:31]1>CN(C)C=O>[Cl:1][C:2]1[CH:27]=[C:26]([Cl:28])[CH:25]=[CH:24][C:3]=1[CH2:4][O:5][C@@H:6]1[O:11][C@@H:10]([CH2:12][N:30]2[CH:34]=[CH:33][N:32]=[CH:31]2)[CH2:9][CH2:8][CH2:7]1 |^1:28|. Reported procedure: As in Example 1(b), 5 ml of a dimethylformamide solution containing 1.70 g of trans-6-(2,4-dichlorobenzyloxy)-2-tosyloxymethyltetrahydropyran were added to 15 ml of a dimethylformamide solution containing 5.73 mmoles of the sodium salt of imidazole and the mixture was allowed to react for 2 hours at 85° C., after which it was treated and purified as in Example 1(b), to give 1.2 g of the title compound as a colourless oil. Starting materials: intermediate 48.3, BrC1=C(N=C(S1)C(=O)O)C1=CC=CC=C1 (5-bromo-4-phenyl-thiazole-2-carboxylic acid), C(CCC)OC(=O)N1CCN(CC1)C([C@H](CCC(=O)OC(C)(C)C)N)=O ((S)-4-(2-amino-4-tert-butoxycarbonyl-butyryl)-piperazine-1-carboxylic acid butyl ester). The product is C(CCC)OC(=O)N1CCN(CC1)C([C@H](CCC(=O)OC(C)(C)C)NC(=O)C=1SC(=C(N1)C1=CC=CC=C1)Br)=O (4-{(S)-2-[(5-Bromo-4-phenyl-thiazole-2-carbonyl)-amino]-4-tert-butoxycarbonyl-butyryl}-piperazine-1-carboxylic acid butyl ester). RXN SMILES: [Br:1][C:2]1[S:6][C:5]([C:7]([OH:9])=O)=[N:4][C:3]=1[C:10]1[CH:15]=[CH:14][CH:13]=[CH:12][CH:11]=1.[CH2:16]([O:20][C:21]([N:23]1[CH2:28][CH2:27][N:26]([C:29](=[O:41])[C@@H:30]([NH2:40])[CH2:31][CH2:32][C:33]([O:35][C:36]([CH3:39])([CH3:38])[CH3:37])=[O:34])[CH2:25][CH2:24]1)=[O:22])[CH2:17][CH2:18][CH3:19]>>[CH2:16]([O:20][C:21]([N:23]1[CH2:28][CH2:27][N:26]([C:29](=[O:41])[C@@H:30]([NH:40][C:7]([C:5]2[S:6][C:2]([Br:1])=[C:3]([C:10]3[CH:15]=[CH:14][CH:13]=[CH:12][CH:11]=3)[N:4]=2)=[O:9])[CH2:31][CH2:32][C:33]([O:35][C:36]([CH3:39])([CH3:38])[CH3:37])=[O:34])[CH2:25][CH2:24]1)=[O:22])[CH2:17][CH2:18][CH3:19]. Reported procedure: This compound was prepared using a method analogous to that of Example 8, step 8.5, intermediate 48.3 replacing 5-bromo-4-phenyl-thiazole-2-carboxylic acid and (S)-4-(2-amino-4-tert-butoxycarbonyl-butyryl)-piperazine-1-carboxylic acid butyl ester replacing intermediate 8.4. Reaction SMILES: [CH3:1][CH2:2][C:3]([N:5]([CH:12]1[CH2:17][CH2:16][N:15]([CH2:18][CH2:19][C:20]2[CH:21]=[CH:22][CH:23]=[CH:24][CH:25]=2)[CH2:14][CH2:13]1)[C:6]1[CH:7]=[CH:8][CH:9]=[CH:10][CH:11]=1)=[O:4].[CH2:26]([C:30](O)([C:35]([OH:37])=O)[CH2:31][C:32]([OH:34])=O)[C:27]([OH:29])=O.[C:39]([O-])(=O)[CH2:40]CCCCCCCCCCCCCCCC.[Mg+2].C([O-])(=[O:78])CCCCCCCCCCCCCCCCC>>[CH2:12]=[CH:17][CH2:16][N:15]1[C@@H:18]2[CH2:19][C:20]3[CH:21]=[CH:22][C:23]([OH:78])=[C:32]4[O:34][C@H:26]5[C:27]([CH2:39][CH2:40][C@:35]2([OH:37])[C@:30]5([C:31]=34)[CH2:13][CH2:14]1)=[O:29].[CH3:1][CH2:2][C:3]([N:5]([CH:12]1[CH2:13][CH2:14][N:15]([CH2:18][CH2:19][C:20]2[CH:25]=[CH:24][CH:23]=[CH:22][CH:21]=2)[CH2:16][CH2:17]1)[C:6]1[CH:7]=[CH:8][CH:9]=[CH:10][CH:11]=1)=[O:4] |f:0.1,2.3.4,5.6|. The product is C=CCN1CC[C@]23C4=C5C=CC(=C4O[C@H]2C(=O)CC[C@]3([C@H]1C5)O)O.CCC(=O)N(C=1C=CC=CC1)C2CCN(CC2)CCC=3C=CC=CC3 (Naloxone Fentanyl). Procedure details: Fentanyl citrate was added to the carrier material in amounts corresponding to a batch size of 300 tablets. Mixing was carried out under the same conditions as those described in Example 1. Croscarmellose sodium and silicified microcrystalline cellulose, and then magnesium stearate, were added and admixed under the same conditions as those described in Example 1. The reactants are CCC(=O)N(C=1C=CC=CC1)C2CCN(CC2)CCC=3C=CC=CC3.C(C(=O)O)C(CC(=O)O)(C(=O)O)O (Fentanyl citrate), 300, Croscarmellose sodium, cellulose, C(CCCCCCCCCCCCCCCCC)(=O)[O-].[Mg+2].C(CCCCCCCCCCCCCCCCC)(=O)[O-] (magnesium stearate). RXN SMILES: [Cl:1][C:2]1[CH:7]=[N:6][CH:5]=[C:4]([O:8][C@@H:9]([C:11]2[CH:16]=[CH:15][CH:14]=[C:13]([N+:17]([O-])=O)[CH:12]=2)[CH3:10])[N:3]=1.[Cl-].[NH4+].[In]>C(O)C.O>[Cl:1][C:2]1[N:3]=[C:4]([O:8][C@@H:9]([C:11]2[CH:12]=[C:13]([CH:14]=[CH:15][CH:16]=2)[NH2:17])[CH3:10])[CH:5]=[N:6][CH:7]=1 |f:1.2|. Yields the product ClC1=CN=CC(=N1)O[C@H](C)C=1C=C(N)C=CC1 ((R)-3-(1-(6-chloropyrazin-2-yloxy)ethyl)aniline). Procedure details: To a solution of (R)-2-chloro-6-(1-(3-nitrophenyl)ethoxy)pyrazine (240 mg, 0.86 mmol) in ethanol (12 mL) was added a solution of ammonium chloride (460 mg, 8.6 mmol) in water (6 mL), then indium powder (394 mg, mesh 100, 3.4 mmol). The mixture was heated at reflux for 20 hours, was allowed to cool to room temperature and was filtered through Celite. The filter cake was washed with ethanol and the combined filtrates were concentrated under reduced pressure. The residue was dissolved in ethyl acet... The solvent is C(C)O (ethanol), O (water). Starting materials: [In] (indium), ClC1=NC(=CN=C1)O[C@H](C)C1=CC(=CC=C1)[N+](=O)[O-] ((R)-2-chloro-6-(1-(3-nitrophenyl)ethoxy)pyrazine), [Cl-].[NH4+] (ammonium chloride). Yield: 74.5%. The reactants are CC(C)(C)OC(=O)NC(Cc1cccnc1)CN1CCC(C(=O)c2ccc(F)cc2)CC1, ClCCl, O=C(O)C(F)(F)F. The product is NC(Cc1cccnc1)CN1CCC(C(=O)c2ccc(F)cc2)CC1. As a reaction SMILES: [C:1]([O:2][C:3](=[O:4])[NH:7][CH:8]([CH2:9][N:10]1[CH2:11][CH2:12][CH:13]([C:16]([c:17]2[cH:18][cH:19][c:20]([F:23])[cH:21][cH:22]2)=[O:24])[CH2:14][CH2:15]1)[CH2:25][c:26]1[cH:27][n:28][cH:29][cH:30][cH:31]1)([CH3:5])([CH3:6])[CH3:32].[Cl:40][CH2:41][Cl:42].[OH:33][C:34]([C:35]([F:36])([F:37])[F:38])=[O:39]>>[NH2:7][CH:8]([CH2:9][N:10]1[CH2:11][CH2:12][CH:13]([C:16]([c:17]2[cH:18][cH:19][c:20]([F:23])[cH:21][cH:22]2)=[O:24])[CH2:14][CH2:15]1)[CH2:25][c:26]1[cH:27][n:28][cH:29][cH:30][cH:31]1. Starting materials: OC1=CC=C(C=C1)NC(OC(C)(C)C)=O (tert-butyl 4-hydroxyphenylcarbamate), ICCOCCOCC#C (3-(2-(2-iodoethoxy)ethoxy)prop-1-yne), C(=O)([O-])[O-].[K+].[K+] (K2CO3), C([O-])(O)=O.[Na+] (sodium bicarbonate). Solvent: CN(C)C=O (DMF). Conditions: temperature 60 celsius, time 4 hour. Product: C(C#C)OCCOCCOC1=CC=C(C=C1)NC(OC(C)(C)C)=O (tert-butyl 4-(2-(2-(prop-2-ynyloxy)ethoxy)ethoxy)-phenylcarbamate). Isolated yield 71.1%. As a reaction SMILES: [OH:1][C:2]1[CH:7]=[CH:6][C:5]([NH:8][C:9](=[O:15])[O:10][C:11]([CH3:14])([CH3:13])[CH3:12])=[CH:4][CH:3]=1.I[CH2:17][CH2:18][O:19][CH2:20][CH2:21][O:22][CH2:23][C:24]#[CH:25].C([O-])([O-])=O.[K+].[K+].C(=O)(O)[O-].[Na+]>CN(C=O)C>[CH2:23]([O:22][CH2:21][CH2:20][O:19][CH2:18][CH2:17][O:1][C:2]1[CH:3]=[CH:4][C:5]([NH:8][C:9](=[O:15])[O:10][C:11]([CH3:12])([CH3:14])[CH3:13])=[CH:6][CH:7]=1)[C:24]#[CH:25] |f:2.3.4,5.6|. Procedure details: To tert-butyl 4-hydroxyphenylcarbamate (1.675 g, 8.01 mmol) in DMF (53.4 mL) was added 3-(2-(2-iodoethoxy)ethoxy)prop-1-yne (2.034 g, 8.01 mmol) and K2CO3 (3.32 g, 24.02 mmol). The mixture was stirred at 60° C. for 4 hours followed by the addition of saturated sodium bicarbonate. The mixture was then extracted with ethyl acetate twice, dried over MgSO4, filtered, and then concentrated in vacuo. The residue was purified by silica gel chromatography (0-40% ethyl acetate/heptane) giving tert-butyl ... Starting materials: CC(C)(C)OC(=O)Cn1c(C2CC2)cc2c(C(F)(F)F)c(C#N)ccc21, ClCCl, O=C(O)C(F)(F)F. Product: N#Cc1ccc2c(cc(C3CC3)n2CC(=O)O)c1C(F)(F)F. RXN SMILES: [C:1](#[N:2])[c:3]1[c:4]([C:23]([F:24])([F:25])[F:26])[c:5]2[cH:6][c:7]([CH:20]3[CH2:21][CH2:22]3)[n:8]([CH2:12][C:13](=[O:14])[O:15][C:16]([CH3:17])([CH3:18])[CH3:19])[c:9]2[cH:10][cH:11]1.[Cl:34][CH2:35][Cl:36].[F:27][C:28]([F:29])([F:30])[C:31]([OH:32])=[O:33]>>[C:1](#[N:2])[c:3]1[c:4]([C:23]([F:24])([F:25])[F:26])[c:5]2[cH:6][c:7]([CH:20]3[CH2:21][CH2:22]3)[n:8]([CH2:12][C:13](=[O:14])[OH:15])[c:9]2[cH:10][cH:11]1. Starting materials: C1(CCCC2=CC=CC=C12)=NO (1-tetralone oxime), polyphosphoric acid, C([O-])(O)=O.[Na+] (sodium bicarbonate). Run in O (water). Product: N1C2=C(CCCC1=O)C=CC=C2 (1,3,4,5-Tetrahydro-benzo[b]azepin-2-one). As a reaction SMILES: [C:1]1(=[N:11]O)[C:10]2[C:5](=[CH:6][CH:7]=[CH:8][CH:9]=2)[CH2:4][CH2:3][CH2:2]1.C(=O)(O)[O-:14].[Na+]>O>[NH:11]1[C:6](=[O:14])[CH2:7][CH2:8][CH2:9][C:10]2[CH:5]=[CH:4][CH:3]=[CH:2][C:1]1=2 |f:1.2|. Procedure details: A mixture of 1.0 g (6.2 mmole) of 1-tetralone oxime and 10 g polyphosphoric acid was heated at 105° for 1 hr. The warm mixture was poured into 100 mL water with stirring. The pH was carefully adjusted to 6-7 by addition of solid sodium bicarbonate and the mixture was extracted with 60 mL ethyl ether. The organic phase was washed with 10 mL saturated sodium chloride, dried (MgSO4) and concentrated under reduced pressure. The residue was recrystallized from ether/hexane to give 1,3,4,5-Tetrahydro-... The reactants are [BH4-].[Na+] (NaBH4), C(C)B(CC)CC (Triethyl borane), FC1=CC=C(C=C1)C1=C(C(=NN1C1=NC=CN=C1)C(C)C)/C=C/C(CC(CC(=O)OCC)=O)O (trans-7-[5-(4-Fluorophenyl)-3-(1-methylethyl)-1-(2-pyrazinyl)-1H-pyrazol-4-yl]-5-hydroxy-3-oxo-6-heptenoic acid, ethyl ester), C(C(C)(C)C)(=O)O (pivalic acid). Solvent: C1CCOC1 (THF), CO (MeOH). Run at temperature -78 celsius, time 5 hour. The product is FC1=CC=C(C=C1)C1=C(C(=NN1C1=NC=CN=C1)C(C)C)C=CC(CC(CC(=O)OCC)O)O (7-[5-(4-Fluorophenyl)-3-(1-methylethyl)-1-(2-pyrazinyl) -1H-pyrazol-4-yl]-3,5-dihydroxy-6-heptenoic acid, ethyl ester). Isolated yield 83.2%. RXN SMILES: C(B(CC)CC)C.[F:8][C:9]1[CH:14]=[CH:13][C:12]([C:15]2[N:19]([C:20]3[CH:25]=[N:24][CH:23]=[CH:22][N:21]=3)[N:18]=[C:17]([CH:26]([CH3:28])[CH3:27])[C:16]=2/[CH:29]=[CH:30]/[CH:31]([OH:41])[CH2:32][C:33](=[O:40])[CH2:34][C:35]([O:37][CH2:38][CH3:39])=[O:36])=[CH:11][CH:10]=1.C(O)(=O)C(C)(C)C.[BH4-].[Na+]>C1COCC1.CO>[F:8][C:9]1[CH:10]=[CH:11][C:12]([C:15]2[N:19]([C:20]3[CH:25]=[N:24][CH:23]=[CH:22][N:21]=3)[N:18]=[C:17]([CH:26]([CH3:27])[CH3:28])[C:16]=2[CH:29]=[CH:30][CH:31]([OH:41])[CH2:32][CH:33]([OH:40])[CH2:34][C:35]([O:37][CH2:38][CH3:39])=[O:36])=[CH:13][CH:14]=1 |f:3.4|. Procedure details: Triethyl borane (7.5 ml, 7.5 mmol) was added via syringe to a solution of the β-keto ester (3.17 g, 6.8 mmol, Step F) and pivalic acid (0.069 g, 0.68 mmol) in THF (50 ml) under a dry air atmosphere. The resulting orange solution was cooled to -78° C. and MeOH (10 ml) was added, followed by NaBH4 (0.28 g, 7.5 mmol). The resulting effervescent solution was stirred at -78° C. for five hours. The reaction was quenched by slowly pouring into ice cold H2O2 (5 ml, 30%) and allowing to stir overnight. T... Starting materials: CC(CO)(COCC=CC1=CC=CC=C1)C (2,2-dimethyl-3-(3-phenyl-2-propenoxy)propanol), product, [Cr](=O)(=O)([O-])O[Cr](=O)(=O)[O-].[NH+]1=CC=CC=C1.[NH+]1=CC=CC=C1 (pyridinium dichromate), C(C)OCC (ethyl ether). Solvent: C(Cl)Cl (CH2Cl2), C(Cl)Cl (CH2Cl2). Product: CC(C=O)(COCC=CC1=CC=CC=C1)C (2,2 -Dimethyl-3-(3-phenyl-2-propenoxy)propionaldehyde). As a reaction SMILES: [Cr](O[Cr]([O-])(=O)=O)([O-])(=O)=O.[NH+]1C=CC=CC=1.[NH+]1C=CC=CC=1.[CH3:22][C:23]([CH3:37])([CH2:26][O:27][CH2:28][CH:29]=[CH:30][C:31]1[CH:36]=[CH:35][CH:34]=[CH:33][CH:32]=1)[CH2:24][OH:25].C(OCC)C>C(Cl)Cl>[CH3:22][C:23]([CH3:37])([CH2:26][O:27][CH2:28][CH:29]=[CH:30][C:31]1[CH:32]=[CH:33][CH:34]=[CH:35][CH:36]=1)[CH:24]=[O:25] |f:0.1.2|. Procedure: In a dry three-neck flask equipped with a mechanical stirrer and an addition funnel was placed 128 g of pyridinium dichromate and 320 ml of dry CH2Cl2. The mixture was vigorously stirred and a solution of 32.37 g (0.147 mole) of 2,2-dimethyl-3-(3-phenyl-2-propenoxy)propanol, the product of Example 10a, in 50 ml of CH2Cl2 was added in one portion. The reaction mixture was stirred at room temperature for three days and then was poured into 400 ml of ethyl ether. The resulting mixture was filtered ...